Dataset: the Open Reaction Database (ORD), a public repository of structured organic reaction records. Task: describe an organic reaction: reactants, conditions, products, and yield Procedure: D-Asn, Asp, D-Asp, Glu 1 D-Glu, Gln, D-Gln As a reaction SMILES: [NH2:1][C@@H:2]([C:7]([OH:9])=[O:8])[CH2:3][C:4](=[O:6])[NH2:5].N[C@H](C(O)=O)CC(=O)O.N[C@@H](C(O)=O)CC(=O)O.N[C@H](C(O)=O)CCC(=O)O.N[C@H](C(O)=O)CCC(=O)N.N[C@@H](C(O)=O)CCC(=O)N>>[NH2:1][C@H:2]([C:7]([OH:9])=[O:8])[CH2:3][C:4](=[O:6])[NH2:5]. Reactants: N[C@H](CC(N)=O)C(=O)O (D-Asn), N[C@@H](CCC(O)=O)C(=O)O (Glu), N[C@@H](CCC(N)=O)C(=O)O (Gln), N[C@@H](CC(O)=O)C(=O)O (Asp), N[C@H](CC(O)=O)C(=O)O (D-Asp), N[C@H](CCC(N)=O)C(=O)O (D-Gln). Product: N[C@@H](CC(N)=O)C(=O)O (Asparagine). Reactants: C=C(NC(C)=O)C(=O)O, CN, O. The product is CNCC(NC(C)=O)C(=O)O. Reaction SMILES: [C:1]([CH3:2])(=[O:3])[NH:4][C:5]([C:6](=[O:7])[OH:8])=[CH2:9].[CH3:10][NH2:11].[OH2:12]>>[C:1]([CH3:2])(=[O:3])[NH:4][CH:5]([C:6](=[O:7])[OH:8])[CH2:9][NH:11][CH3:10]. Starting materials: [OH-].[Na+] (sodium hydroxide), CNCCCOC1=C(C=C(C=C1)C1=CC=C(C=C1)C(=O)OCC)C1=CC=2C(CCC(C2C=C1)(C)C)(C)C (ethyl 4′-(3-methylaminopropoxy)-3′-(5,5,8,8-tetramethyl-5,6,7,8-tetrahydronaphth-2-yl)biphenyl-4-carboxylate). Run in O1CCCC1 (tetrahydrofuran). Product: CNCCCOC1=C(C=C(C=C1)C1=CC=C(C=C1)C(=O)O)C1=CC=2C(CCC(C2C=C1)(C)C)(C)C (4′-(3-methylaminopropoxy)-3′-(5,5,8,8-tetramethyl-5,6,7,8-tetrahydronaphth-2-yl)biphenyl-4-carboxylic acid), solid. The yield is 66.0%. As a reaction SMILES: [OH-].[Na+].[CH3:3][NH:4][CH2:5][CH2:6][CH2:7][O:8][C:9]1[CH:14]=[CH:13][C:12]([C:15]2[CH:20]=[CH:19][C:18]([C:21]([O:23]CC)=[O:22])=[CH:17][CH:16]=2)=[CH:11][C:10]=1[C:26]1[CH:35]=[CH:34][C:33]2[C:32]([CH3:37])([CH3:36])[CH2:31][CH2:30][C:29]([CH3:39])([CH3:38])[C:28]=2[CH:27]=1>O1CCCC1>[CH3:3][NH:4][CH2:5][CH2:6][CH2:7][O:8][C:9]1[CH:14]=[CH:13][C:12]([C:15]2[CH:20]=[CH:19][C:18]([C:21]([OH:23])=[O:22])=[CH:17][CH:16]=2)=[CH:11][C:10]=1[C:26]1[CH:35]=[CH:34][C:33]2[C:32]([CH3:37])([CH3:36])[CH2:31][CH2:30][C:29]([CH3:39])([CH3:38])[C:28]=2[CH:27]=1 |f:0.1|. Procedure details: In a manner similar to that of Example 2a, by reaction of 400 mg (10 mmol) of sodium hydroxide with 500 mg (1 mmol) of ethyl 4′-(3-methylaminopropoxy)-3′-(5,5,8,8-tetramethyl-5,6,7,8-tetrahydronaphth-2-yl)biphenyl-4-carboxylate (Example 13a) in 30 ml of tetrahydrofuran. 310 mg of 4′-(3-methylaminopropoxy)-3′-(5,5,8,8-tetramethyl-5,6,7,8-tetrahydronaphth-2-yl)biphenyl-4-carboxylic acid are obtained in the form of a white solid (m.p.=242° C., yield=66%). Reactants: BrCc1ccccc1, CCOCC, [K+], [K+], O=C([O-])[O-], CN(C)C=O, O, O=C(O)c1ccc(Cl)cc1O. Product: O=C(O)c1ccc(Cl)cc1OCc1ccccc1. RXN SMILES: [Br:18][CH2:19][c:20]1[cH:21][cH:22][cH:23][cH:24][cH:25]1.[CH3:31][CH2:32][O:33][CH2:34][CH3:35].[K+:12].[K+:13].[O-:14][C:15]([O-:16])=[O:17].[O:26]=[CH:27][N:28]([CH3:29])[CH3:30].[OH2:36].[OH:1][c:2]1[c:3]([C:4](=[O:5])[OH:6])[cH:7][cH:8][c:9]([Cl:11])[cH:10]1>>[O:1]([c:2]1[c:3]([C:4](=[O:5])[OH:6])[cH:7][cH:8][c:9]([Cl:11])[cH:10]1)[CH2:19][c:20]1[cH:21][cH:22][cH:23][cH:24][cH:25]1. Starting materials: ClC1=NC=C(C(=C1)NC1=C(C=CC=C1)S(=O)(=O)C(C)C)C(F)(F)F (2-chloro-N-[2-(propan-2-ylsulfonyl)phenyl]-5-(trifluoromethyl)pyridin-4-amine), CP(=O)(C)C1=CC(=C(N)C=C1)OC(F)(F)F (4-(Dimethylphosphoryl)-2-(trifluoromethoxy)aniline). Yields the product CP(=O)(C)C1=CC(=C(C=C1)NC1=NC=C(C(=C1)NC1=C(C=CC=C1)S(=O)(=O)C(C)C)C(F)(F)F)OC(F)(F)F (N2-[4-(dimethylphosphoryl)-2-(trifluoromethoxy)phenyl]-N4-[2-(propan-2-ylsulfonyl)phenyl]-5-(trifluoromethyl)pyridine-2,4-diamine). RXN SMILES: Cl[C:2]1[CH:7]=[C:6]([NH:8][C:9]2[CH:14]=[CH:13][CH:12]=[CH:11][C:10]=2[S:15]([CH:18]([CH3:20])[CH3:19])(=[O:17])=[O:16])[C:5]([C:21]([F:24])([F:23])[F:22])=[CH:4][N:3]=1.[CH3:25][P:26]([C:29]1[CH:35]=[CH:34][C:32]([NH2:33])=[C:31]([O:36][C:37]([F:40])([F:39])[F:38])[CH:30]=1)([CH3:28])=[O:27]>>[CH3:28][P:26]([C:29]1[CH:35]=[CH:34][C:32]([NH:33][C:2]2[CH:7]=[C:6]([NH:8][C:9]3[CH:14]=[CH:13][CH:12]=[CH:11][C:10]=3[S:15]([CH:18]([CH3:20])[CH3:19])(=[O:17])=[O:16])[C:5]([C:21]([F:24])([F:23])[F:22])=[CH:4][N:3]=2)=[C:31]([O:36][C:37]([F:38])([F:40])[F:39])[CH:30]=1)([CH3:25])=[O:27]. Reported procedure: This compound can be prepared as described in Example 80 by reacting 2-chloro-N-[2-(propan-2-ylsulfonyl)phenyl]-5-(trifluoromethyl)pyridin-4-amine with 4-(Dimethylphosphoryl)-2-(trifluoromethoxy)aniline. Starting materials: CS(=O)(=O)Cl (methanesulfonyl chloride), C(C)[NH+](CC)CC (triethylammonium), C(C1=CC=CC=C1)C1C(NC(NC1=O)=O)=O (5-benzyl-2,4,6-(1H,3H)-pyrimidinetrione). Solvent: CN(C)C=O (DMF), CN(C)C=O (DMF). The product is C(C1=CC=CC=C1)C=1C(NC(NC1OS(=O)(=O)C)=O)=O (5-benzyl-6- methanesulphonyloxy-2,4-(1H,3H)-pyrimidinedione). Yield: 36.2%. RXN SMILES: [CH3:1][S:2](Cl)(=[O:4])=[O:3].C([NH+](CC)CC)C.[CH2:13]([CH:20]1[C:25](=[O:26])[NH:24][C:23](=[O:27])[NH:22][C:21]1=[O:28])[C:14]1[CH:19]=[CH:18][CH:17]=[CH:16][CH:15]=1>CN(C=O)C>[CH2:13]([C:20]1[C:25](=[O:26])[NH:24][C:23](=[O:27])[NH:22][C:21]=1[O:28][S:2]([CH3:1])(=[O:4])=[O:3])[C:14]1[CH:19]=[CH:18][CH:17]=[CH:16][CH:15]=1. Procedure details: A solution of methanesulfonyl chloride (1.4 ml) in DMF (20 ml) was dropped into a stirred suspension of the triethylammonium salt of 5-benzyl-2,4,6-(1H,3H)-pyrimidinetrione (g 5) in DMF (210 ml). After an hour most of the solvent was removed in vacuo. The residual suspension was then poured into a ice-water mixture, and the precipitated white solid was collected by filtration, to yield, after drying, the title product, (4 g, 36.2% yield). Product: OC(CNC=1NCCN1)C1=CC=CC=C1 (2-(β-hydroxy-phenethyl-amino)-2-imidazoline). Reactants: 15.8, β-hydroxy-phenyl-amine, N([N+](=O)[O-])C=1NCCN1 (2-nitramino-2-imidazoline), C=1(C(=CC=CC1)C)C (xylene), CC(=O)C (acetone). Procedure details: A mixture of 15.8 parts β-hydroxy-phenyl-amine, 13 parts 2-nitramino-2-imidazoline and 8 parts xylene is stirred and heated for 30 minutes at 160°C. (oil-bath). After cooling the reaction mixtures to a temperature of about 70°C., there are added 40 parts acetone. The whole is filtered warm and after cooling the filtrate to room temperature, the precipicated product is filtered off and dried, yielding 2-(β-hydroxy-phenethyl-amino)-2-imidazoline; m.p. 147°-149°C. Reaction conditions: temperature 160 celsius. Reaction SMILES: [NH:1]([C:5]1[NH:6][CH2:7][CH2:8][N:9]=1)[N+]([O-])=O.[C:10]1(C)[C:11](C)=[CH:12]C=[CH:14][CH:15]=1.[CH3:18][C:19]([CH3:21])=[O:20]>>[OH:20][CH:19]([C:21]1[CH:12]=[CH:11][CH:10]=[CH:15][CH:14]=1)[CH2:18][NH:1][C:5]1[NH:6][CH2:7][CH2:8][N:9]=1.